This data is from the Open Reaction Database (ORD), a public repository of structured organic reaction records. The task is: describe an organic reaction: reactants, conditions, products, and yield The reactants are CO, CCOC(=N)c1[nH]c2ccc(Cl)cc2c1S(=O)(=O)c1ccccc1, N#CN. Yields the product N#CNC(=N)c1[nH]c2ccc(Cl)cc2c1S(=O)(=O)c1ccccc1. Reaction SMILES: [CH3:28][OH:29].[Cl:1][c:2]1[cH:3][c:4]2[c:5]([S:16](=[O:17])(=[O:18])[c:19]3[cH:20][cH:21][cH:22][cH:23][cH:24]3)[c:6]([C:11]([O:12][CH2:13][CH3:14])=[NH:15])[nH:7][c:8]2[cH:9][cH:10]1.[NH2:25][C:26]#[N:27]>>[Cl:1][c:2]1[cH:3][c:4]2[c:5]([S:16](=[O:17])(=[O:18])[c:19]3[cH:20][cH:21][cH:22][cH:23][cH:24]3)[c:6]([C:11](=[NH:15])[NH:25][C:26]#[N:27])[nH:7][c:8]2[cH:9][cH:10]1. As a reaction SMILES: [CH3:17][OH:18].[CH3:19][NH2:20].[CH3:1][O:2][CH2:3][c:4]1[c:5]([C:10]([C:11](=[O:12])[O:13][CH2:14][CH3:15])=[O:16])[cH:6][cH:7][cH:8][cH:9]1.[CH3:21][c:22]1[cH:23][cH:24][cH:25][cH:26][cH:27]1.[OH2:28]>>[CH3:1][O:2][CH2:3][c:4]1[c:5]([C:10]([C:11](=[O:12])[NH:20][CH3:19])=[O:16])[cH:6][cH:7][cH:8][cH:9]1. Product: CNC(=O)C(=O)c1ccccc1COC. Starting materials: CO, CN, CCOC(=O)C(=O)c1ccccc1COC, Cc1ccccc1, O. Starting materials: OCCNS(=O)(=O)C1=CC=C(C=C1)B(O)O ((4-{[(2-hydroxyethyl)amino]sulfonyl}phenyl)boronic acid), BrC1=CC=C(C=N1)OCC1CCN(CC1)C(=O)OC(C)C (1-Methylethyl 4-{[(6-bromo-3-pyridinyl)oxy]methyl}-1-piperidinecarboxylate), C(=O)([O-])[O-].[Na+].[Na+] (Na2CO3). Reagents/catalysts: Cl[Pd]([P](C1=CC=CC=C1)(C2=CC=CC=C2)C3=CC=CC=C3)([P](C4=CC=CC=C4)(C5=CC=CC=C5)C6=CC=CC=C6)Cl (Pd(PPh3)2Cl2). Run in COCCOC (DME). Yields the product OCCNS(=O)(=O)C1=CC=C(C=C1)C1=CC=C(C=N1)OCC1CCN(CC1)C(=O)OC(C)C (1-Methylethyl 4-({[6-(4-{[(2-hydroxyethyl)amino]sulfonyl}phenyl)-3-pyridinyl]oxy}methyl)-1-piperidinecarboxylate). The yield is 26.6%. As a reaction SMILES: [OH:1][CH2:2][CH2:3][NH:4][S:5]([C:8]1[CH:13]=[CH:12][C:11](B(O)O)=[CH:10][CH:9]=1)(=[O:7])=[O:6].Br[C:18]1[N:23]=[CH:22][C:21]([O:24][CH2:25][CH:26]2[CH2:31][CH2:30][N:29]([C:32]([O:34][CH:35]([CH3:37])[CH3:36])=[O:33])[CH2:28][CH2:27]2)=[CH:20][CH:19]=1.C([O-])([O-])=O.[Na+].[Na+]>Cl[Pd](Cl)([P](C1C=CC=CC=1)(C1C=CC=CC=1)C1C=CC=CC=1)[P](C1C=CC=CC=1)(C1C=CC=CC=1)C1C=CC=CC=1.COCCOC>[OH:1][CH2:2][CH2:3][NH:4][S:5]([C:8]1[CH:13]=[CH:12][C:11]([C:18]2[N:23]=[CH:22][C:21]([O:24][CH2:25][CH:26]3[CH2:27][CH2:28][N:29]([C:32]([O:34][CH:35]([CH3:37])[CH3:36])=[O:33])[CH2:30][CH2:31]3)=[CH:20][CH:19]=2)=[CH:10][CH:9]=1)(=[O:7])=[O:6] |f:2.3.4,^1:46,65|. Procedure: The title compound (70 mg, 27%) was prepared as a white solid from (4-{[(2-hydroxyethyl)amino]sulfonyl}phenyl)boronic acid (130 mg, 0.55 mmol), 1-methylethyl 4-{[(6-bromo-3-pyridinyl)oxy]methyl}-1-piperidinecarboxylate (prepared as in Example 81, Step 1, 197 mg, 0.55 mmol), Pd(PPh3)2Cl2 (100 mg, 0.14 mmol), 2M Na2CO3 (2 mL) and DME (4 mL) in a manner similar to Example 21, Step 3. 1H NMR (400 MHz, CDCl3): δ 8.36 (d, 1H, J=2.9 Hz), 8.05 (d, 2H, J=8.6 Hz), 7.91 (d, 2H, J=8.6 Hz), 7.69 (d, 1H, J=8.... Starting materials: Cl.NO (hydroxylamine hydrochloride), CC1=CC(=NC=C1)C1=CC=C(C=O)C=C1 (4-(4-methylpyridin-2-yl)benzaldehyde), C(O)([O-])=O.[Na+] (sodium hydrogencarbonate). The solvent is C(C)O (ethanol). Conditions: temperature 60 celsius, time 1 hour. Yields the product CC1=CC(=NC=C1)C1=CC=C(C=NO)C=C1 (4-(4-methylpyridin-2-yl)benzaldehyde oxime). The yield is 94.0%. As a reaction SMILES: [CH3:1][C:2]1[CH:7]=[CH:6][N:5]=[C:4]([C:8]2[CH:15]=[CH:14][C:11]([CH:12]=O)=[CH:10][CH:9]=2)[CH:3]=1.Cl.[NH2:17][OH:18].C(=O)([O-])O.[Na+]>C(O)C>[CH3:1][C:2]1[CH:7]=[CH:6][N:5]=[C:4]([C:8]2[CH:15]=[CH:14][C:11]([CH:12]=[N:17][OH:18])=[CH:10][CH:9]=2)[CH:3]=1 |f:1.2,3.4|. Procedure: To a suspension of 4-(4-methylpyridin-2-yl)benzaldehyde (425 mg) in ethanol (5 ml) was added hydroxylamine hydrochloride (224 mg), and the mixture was stirred at 60° C. for 1 hour. After cooling, the mixture was poured into a saturated aqueous sodium hydrogencarbonate solution and extracted with dichloromethane. The organic layer was washed with water and brine, dried over sodium sulfate and evaporated under reduced pressure to give 4-(4-methylpyridin-2-yl)benzaldehyde oxime (0.43 g). The reactants are C(C1=CC=CC=C1)(C1=CC=CC=C1)=NC(C#N)C(C)C1=CC=NC2=CC=CC=C12 (2-(Benzhydrylideneamino)-3-quinolin-4-yl-butyronitrile), Cl (HCl). Solvent: O1CCOCC1 (dioxane). Conditions: time 8 hour. Product: NC(C#N)C(C)C1=CC=NC2=CC=CC=C12 (2-Amino-3-quinolin-4-yl-butyronitrile). Isolated yield 102.5%. As a reaction SMILES: C(=[N:14][CH:15]([CH:18]([C:20]1[C:29]2[C:24](=[CH:25][CH:26]=[CH:27][CH:28]=2)[N:23]=[CH:22][CH:21]=1)[CH3:19])[C:16]#[N:17])(C1C=CC=CC=1)C1C=CC=CC=1.Cl>O1CCOCC1>[NH2:14][CH:15]([CH:18]([C:20]1[C:29]2[C:24](=[CH:25][CH:26]=[CH:27][CH:28]=2)[N:23]=[CH:22][CH:21]=1)[CH3:19])[C:16]#[N:17]. Procedure details: To 2-(Benzhydrylideneamino)-3-quinolin-4-yl-butyronitrile (3.0 g, 7.3 mmol) in 30 ml dioxane, 1N HCl (30 ml, 29.99 mmol) was added and the reaction mixture stirred at room temperature overnight. The solution was then concentrated under reduced pressure, partitioned between water (10 ml) and EtOAc (10 ml). The organic layer was dried over sodium sulfate, filtered and concentrated to give 1.58 g (88%) of the product which was used as such for the subsequent step. Starting materials: C1(CCCCC1)NC(NN)=S (4-cyclohexyl-3-thiosemicarbazide), ClC(C(=O)OCC)C(=O)C (ethyl 2-chloroacetoacetate), Cl (hydrogen chloride). The solvent is C(C)O (ethanol). Reaction conditions: time 2 hour. Product: Cl.C1(CCCCC1)NC1=NNC(=C1C(=O)OCC)C (3-(Cyclohexylamino)-5-methyl-1H-pyrazole-4-carboxylic acid, ethyl ester, hydrochloride). Reaction SMILES: [CH:1]1([NH:7][C:8](=S)[NH:9][NH2:10])[CH2:6][CH2:5][CH2:4][CH2:3][CH2:2]1.[Cl:12][CH:13]([C:19]([CH3:21])=O)[C:14]([O:16][CH2:17][CH3:18])=[O:15].Cl>C(O)C>[ClH:12].[CH:1]1([NH:7][C:8]2[C:13]([C:14]([O:16][CH2:17][CH3:18])=[O:15])=[C:19]([CH3:21])[NH:10][N:9]=2)[CH2:6][CH2:5][CH2:4][CH2:3][CH2:2]1 |f:4.5|. Procedure details: A mixture of 34.7 g (0.2 mole) of 4-cyclohexyl-3-thiosemicarbazide and 32.9 g (0.2 mole) of ethyl 2-chloroacetoacetate in 350 mL of absolute ethanol was stirred under nitrogen atmosphere at ambient temperature for 2 hr, treated with 100 mL of 2N ethanolic hydrogen chloride and heated at reflux for 2 hr. The hot reaction mixture was filtered to remove an amorphous solid. The product persistently crystallized in the filter. The product was recrystallized from acetone and recovered by decating off ...